From a dataset of the Open Reaction Database (ORD), a public repository of structured organic reaction records. describe an organic reaction: reactants, conditions, products, and yield The reactants are CCO, Cl, COC1CCCCC1=NO. The product is Cl, COC1CCCCC1N. Reaction SMILES: [CH3:12][CH2:13][OH:14].[ClH:11].[OH:1][N:2]=[C:3]1[CH:4]([O:9][CH3:10])[CH2:5][CH2:6][CH2:7][CH2:8]1>>[ClH:11].[NH2:2][CH:3]1[CH:4]([O:9][CH3:10])[CH2:5][CH2:6][CH2:7][CH2:8]1. Starting materials: BrC=1C=C(C(=NC1)OC)C(C)=O (1-(5-bromo-2-methoxypyridin-3-yl)ethanone), BrBr (Br2). Solvent: Br (HBr). Conditions: time 5 hour. Product: BrCC(=O)C=1C(=NC=C(C1)Br)O (2-bromo-1-(5-bromo-2-hydroxypyridin-3-yl)ethanone). Yield: 78.0%. RXN SMILES: [Br:1][C:2]1[CH:3]=[C:4]([C:10](=[O:12])[CH3:11])[C:5]([O:8]C)=[N:6][CH:7]=1.[Br:13]Br>Br>[Br:13][CH2:11][C:10]([C:4]1[C:5]([OH:8])=[N:6][CH:7]=[C:2]([Br:1])[CH:3]=1)=[O:12]. Procedure: To a solution of 1-(5-bromo-2-methoxypyridin-3-yl)ethanone (2.0 g, 8.69 mmol) in HBr (20 mL, HOAc solution), Br2 (1.4 g, 8.76 mmol) was added dropwise at room temperature. The reaction mixture was stirred at room temperature for 5 hours. Then the reaction mixture was filtered to collect the HBr salt. The solid was suspended with Na2CO3 solution, extracted with EtOAc. The combined organic phases were washed with brine, dried over Na2SO4, filtered and concentrated in vacuo to provide 2-bromo-1-(5-... Reactants: CN(C)CCOC1CCNC1, COc1ccc(N=C=O)cc1, c1ccccc1. The product is COc1ccc(NC(=O)N2CCC(OCCN(C)C)C2)cc1. RXN SMILES: [CH3:12][N:13]([CH2:14][CH2:15][O:16][CH:17]1[CH2:18][NH:19][CH2:20][CH2:21]1)[CH3:22].[CH3:1][O:2][c:3]1[cH:4][cH:5][c:6]([N:9]=[C:10]=[O:11])[cH:7][cH:8]1.[cH:23]1[cH:24][cH:25][cH:26][cH:27][cH:28]1>>[CH3:1][O:2][c:3]1[cH:4][cH:5][c:6]([NH:9][C:10](=[O:11])[N:19]2[CH2:18][CH:17]([O:16][CH2:15][CH2:14][N:13]([CH3:12])[CH3:22])[CH2:21][CH2:20]2)[cH:7][cH:8]1. Starting materials: FC1=C(C#N)C=CC(=C1)N1C2=CC=CC=C2C=2C(=CC=CC12)C=1C=NC2=CC=CC=C2C1 (2-fluoro-4-[4-(quinolin-3-yl)-9H-carbazol-9-yl]benzonitrile), aqueous solution, [OH-].[Na+] (sodium hydroxide), aqueous solution, OO (hydrogen peroxide), C([O-])([O-])=O.[K+].[K+] (potassium carbonate), CN1C2CC(CC1CC2)N (8-methyl-8-azabicyclo[3.2.1]octan-3-amine). The solvent is C(C)O (ethanol), CS(=O)C (dimethyl sulphoxide). Product: CN1C2CC(CC1CC2)NC2=C(C(=O)N)C=CC(=C2)N2C1=CC=CC=C1C=1C(=CC=CC21)C=2C=NC1=CC=CC=C1C2 (2-(8-methyl-8-azabicyclo[3.2.1]oct-3-yl)amino-4-[4-(quinolin-3-yl)-9H-carbazol-9-yl]benzamide). Reaction SMILES: F[C:2]1[CH:9]=[C:8]([N:10]2[C:22]3[CH:21]=[CH:20][CH:19]=[C:18]([C:23]4[CH:24]=[N:25][C:26]5[C:31]([CH:32]=4)=[CH:30][CH:29]=[CH:28][CH:27]=5)[C:17]=3[C:16]3[C:11]2=[CH:12][CH:13]=[CH:14][CH:15]=3)[CH:7]=[CH:6][C:3]=1[C:4]#[N:5].C(=O)([O-])[O-].[K+].[K+].[CH3:39][N:40]1[CH:45]2[CH2:46][CH2:47][CH:41]1[CH2:42][CH:43]([NH2:48])[CH2:44]2.[OH-:49].[Na+].OO>CS(C)=O.C(O)C>[CH3:39][N:40]1[CH:45]2[CH2:46][CH2:47][CH:41]1[CH2:42][CH:43]([NH:48][C:2]1[CH:9]=[C:8]([N:10]3[C:22]4[CH:21]=[CH:20][CH:19]=[C:18]([C:23]5[CH:24]=[N:25][C:26]6[C:31]([CH:32]=5)=[CH:30][CH:29]=[CH:28][CH:27]=6)[C:17]=4[C:16]4[C:11]3=[CH:12][CH:13]=[CH:14][CH:15]=4)[CH:7]=[CH:6][C:3]=1[C:4]([NH2:5])=[O:49])[CH2:44]2 |f:1.2.3,5.6|. Procedure: The process is carried out as in stage 3 of Example 3, but using 300 mg of 2-fluoro-4-[4-(quinolin-3-yl)-9H-carbazol-9-yl]benzonitrile, obtained according to stage 1 of Example 32, 301 mg of potassium carbonate and 3 g of 8-methyl-8-azabicyclo[3.2.1]octan-3-amine in 1.7 ml of dimethyl sulphoxide, in a microwave for 1 hour and 15 minutes at 115° C. 1.38 ml (1.38 mmol) of a 1M aqueous solution of sodium hydroxide, 1.33 ml (13 mmol) of a 30% aqueous solution of hydrogen peroxide and 8 ml of ethanol...